Dataset: the Open Reaction Database (ORD), a public repository of structured organic reaction records. Task: describe an organic reaction: reactants, conditions, products, and yield Starting materials: CCCCC(Br)C(=O)OCC, Cc1ccccc1, O=CC=Cc1ccccc1. The product is CCCCC(=CC=Cc1ccccc1)C(=O)OCC. RXN SMILES: [Br:11][CH:12]([C:13](=[O:14])[O:15][CH2:16][CH3:17])[CH2:18][CH2:19][CH2:20][CH3:21].[CH3:22][c:23]1[cH:24][cH:25][cH:26][cH:27][cH:28]1.[O:1]=[CH:2][CH:3]=[CH:4][c:5]1[cH:6][cH:7][cH:8][cH:9][cH:10]1>>[CH:2]([CH:3]=[CH:4][c:5]1[cH:6][cH:7][cH:8][cH:9][cH:10]1)=[C:12]([C:13](=[O:14])[O:15][CH2:16][CH3:17])[CH2:18][CH2:19][CH2:20][CH3:21]. Starting materials: C(N)(=O)C=1C=CC(=C2C=3C=CC(=CC3NC12)C(=O)O)C1=C(C(=CC=C1)NC(C1=CC=C(C=C1)F)=O)C (8-carbamoyl-5-(3-(4-fluorobenzamido)-2-methylphenyl)-9H-carbazole-2-carboxylic acid), C1=CC2=C(N=C1)N(N=N2)O (HOAT), [OH-].[NH4+] (ammonium hydroxide), C(CCl)Cl (EDC). Run in C1CCOC1 (THF). Run at time 22.5 hour. The product is FC1=CC=C(C(=O)NC=2C(=C(C=CC2)C2=CC=C(C=3NC4=CC(=CC=C4C23)C(=O)N)C(=O)N)C)C=C1 (4-(3-(4-fluorobenzamido)-2-methylphenyl)-9H-carbazole-1,7-dicarboxamide). The yield is 32.2%. Reaction SMILES: [C:1]([C:4]1[CH:5]=[CH:6][C:7]([C:20]2[CH:25]=[CH:24][CH:23]=[C:22]([NH:26][C:27](=[O:35])[C:28]3[CH:33]=[CH:32][C:31]([F:34])=[CH:30][CH:29]=3)[C:21]=2[CH3:36])=[C:8]2[C:16]=1[NH:15][C:14]1[CH:13]=[C:12]([C:17](O)=[O:18])[CH:11]=[CH:10][C:9]2=1)(=[O:3])[NH2:2].C1C=[N:41]C2N(O)N=NC=2C=1.[OH-].[NH4+].C(Cl)CCl>C1COCC1>[F:34][C:31]1[CH:30]=[CH:29][C:28]([C:27]([NH:26][C:22]2[C:21]([CH3:36])=[C:20]([C:7]3[C:8]4[C:9]5[C:14](=[CH:13][C:12]([C:17]([NH2:41])=[O:18])=[CH:11][CH:10]=5)[NH:15][C:16]=4[C:4]([C:1]([NH2:2])=[O:3])=[CH:5][CH:6]=3)[CH:25]=[CH:24][CH:23]=2)=[O:35])=[CH:33][CH:32]=1 |f:2.3|. Procedure: A mixture of 8-carbamoyl-5-(3-(4-fluorobenzamido)-2-methylphenyl)-9H-carbazole-2-carboxylic acid (Example 23-1, 30 mg, 0.062 mmol) and HOAT (12.72 mg, 0.093 mmol) in THF (0.4 mL) was treated with 28% aqueous ammonium hydroxide (0.052 mL, 0.374 mmol) and EDC (23.89 mg, 0.125 mmol) and the mixture was stirred at rt. After 22.5 h, the mixture was concentrated and purified by preparative HPLC. The appropriate effluent fractions were concentrated and the residue was treated with NaHCO3 (aq) and extra... Solvent: C1(=CC=CC=C1)C (toluene). The product is C(C)(C)(C)C1=C(C(=CC=2C(COC21)(C)C)NC2=CC=C(C=C2)OC)C (7-t-Butyl-5-[(4-methoxy-phenyl)-amino]-3,3,6-trimethyl-2,3-dihydro-benzofuran). Reactants: BrC=1C(=C(C2=C(C(CO2)(C)C)C1)C(C)(C)C)C (5-bromo-7-t-butyl-3,3,6-trimethyl-2,3-dihydro-benzofuran), CC(C)([O-])C.[Na+] (sodium tert-butoxide), BrC=1C(=C(C2=C(C(CO2)(C)C)C1)C(C)(C)C)C (5-bromo-7-t-butyl-3,3,6-trimethyl-2,3-dihydro-benzofuran), COC1=CC=C(C=C1)N (p-anisidine). The reagents and catalysts are C1=CC=C(C=C1)P(C2=CC=CC=C2)C3=C(C4=CC=CC=C4C=C3)C5=C(C=CC6=CC=CC=C65)P(C7=CC=CC=C7)C8=CC=CC=C8 ((S)-(-)-2,2'-bis(diphenylphosphino)-1,1'-binaphthyl), C=1C=CC(=CC1)/C=C/C(=O)/C=C/C2=CC=CC=C2.C=1C=CC(=CC1)/C=C/C(=O)/C=C/C2=CC=CC=C2.C=1C=CC(=CC1)/C=C/C(=O)/C=C/C2=CC=CC=C2.[Pd].[Pd] (tris(dibenzylideneacetone)dipalladium(0)). Yield: 99.1%. Reaction SMILES: Br[C:2]1[C:3]([CH3:17])=[C:4]([C:13]([CH3:16])([CH3:15])[CH3:14])[C:5]2[O:9][CH2:8][C:7]([CH3:11])([CH3:10])[C:6]=2[CH:12]=1.[CH3:18][O:19][C:20]1[CH:25]=[CH:24][C:23]([NH2:26])=[CH:22][CH:21]=1.CC(C)([O-])C.[Na+]>C1(C)C=CC=CC=1.C1C=CC(/C=C/C(/C=C/C2C=CC=CC=2)=O)=CC=1.C1C=CC(/C=C/C(/C=C/C2C=CC=CC=2)=O)=CC=1.C1C=CC(/C=C/C(/C=C/C2C=CC=CC=2)=O)=CC=1.[Pd].[Pd].C1C=CC(P(C2C=CC3C(=CC=CC=3)C=2C2C3C(=CC=CC=3)C=CC=2P(C2C=CC=CC=2)C2C=CC=CC=2)C2C=CC=CC=2)=CC=1>[C:13]([C:4]1[C:5]2[O:9][CH2:8][C:7]([CH3:11])([CH3:10])[C:6]=2[CH:12]=[C:2]([NH:26][C:23]2[CH:24]=[CH:25][C:20]([O:19][CH3:18])=[CH:21][CH:22]=2)[C:3]=1[CH3:17])([CH3:16])([CH3:15])[CH3:14] |f:2.3,5.6.7.8.9|. Procedure: Following general procedure K and using 5-bromo-7-t-butyl-3,3,6-trimethyl-2,3-dihydro-benzofuran (Compound 51, 0.33 g, 1.1 mmol), p-anisidine (0.25 g, 2 mmol), sodium tert-butoxide (0.2 g, 2.1 mmol), tris(dibenzylideneacetone)dipalladium(0) (0.030 g, 0.03 mmol) and (S)-(-)-2,2'-bis(diphenylphosphino)-1,1'-binaphthyl (0.060 g, 0.096 mmol) in 3 mL of anhydrous toluene, the title compound (0.37 g, quantitative yield) was obtained as a pink solid. 1H NMR (300 MHz, C6D6): δ 6.79 (d, 2H, J=8.9 Hz), 6.... The reactants are CC(C)(C)OC(=O)NNc1ccc([N+](=O)[O-])cn1, CCO, [H][H], O=[Pt]. Product: CC(C)(C)OC(=O)NNc1ccc(N)cn1. RXN SMILES: [C:1]([CH3:2])([CH3:3])([CH3:4])[O:5][C:6](=[O:7])[NH:8][NH:9][c:10]1[cH:11][cH:12][c:13]([N+:16]([O-:17])=[O:18])[cH:14][n:15]1.[CH3:21][CH2:22][OH:23].[H:19][H:20].[Pt:24]=[O:25]>>[C:1]([CH3:2])([CH3:3])([CH3:4])[O:5][C:6](=[O:7])[NH:8][NH:9][c:10]1[cH:11][cH:12][c:13]([NH2:16])[cH:14][n:15]1. Starting materials: CC(C)(C)OC(=O)N1CCC(C(=O)COc2ccc(Cl)cc2NC(N)=O)CC1, ClCCl, O=C(O)C(F)(F)F. Yields the product NC(=O)Nc1cc(Cl)ccc1OCC(=O)C1CCNCC1. As a reaction SMILES: [Cl:1][c:2]1[cH:3][c:4]([NH:25][C:26](=[O:27])[NH2:28])[c:5]([O:6][CH2:7][C:8](=[O:9])[CH:10]2[CH2:11][CH2:12][N:13]([C:16]([O:17][C:18]([CH3:19])([CH3:20])[CH3:21])=[O:22])[CH2:14][CH2:15]2)[cH:23][cH:24]1.[Cl:29][CH2:30][Cl:31].[F:32][C:33]([F:34])([F:35])[C:36]([OH:37])=[O:38]>>[Cl:1][c:2]1[cH:3][c:4]([NH:25][C:26](=[O:27])[NH2:28])[c:5]([O:6][CH2:7][C:8](=[O:9])[CH:10]2[CH2:11][CH2:12][NH:13][CH2:14][CH2:15]2)[cH:23][cH:24]1. The solvent is C(C)(=O)O (acetic acid). Yield: 25.0%. As a reaction SMILES: [C:1]([C:4]1[CH:5]=[CH:6][C:7]([OH:32])=[C:8]([CH:31]=1)[C:9](=[O:30])[CH:10]=[CH:11][C:12]1[CH:17]=[CH:16][C:15]([O:18][CH2:19][C:20]2[CH:29]=[CH:28][C:27]3[C:22](=[CH:23][CH:24]=[CH:25][CH:26]=3)[N:21]=2)=[CH:14][CH:13]=1)([OH:3])=[O:2].[Br:33]Br>C(O)(=O)C>[Br:33][C:6]1[CH:5]=[C:4]([C:1]([OH:3])=[O:2])[CH:31]=[C:8]2[C:7]=1[O:32][C:11]([C:12]1[CH:13]=[CH:14][C:15]([O:18][CH2:19][C:20]3[CH:29]=[CH:28][C:27]4[C:22](=[CH:23][CH:24]=[CH:25][CH:26]=4)[N:21]=3)=[CH:16][CH:17]=1)=[CH:10][C:9]2=[O:30]. Procedure: In a solution of 5'-carboxy-2'-hydroxy-4-(2-quinolinylmethoxy)chalcone (1 mmol) in 10 ml of glacial acetic acid, 0.06 ml of bromine was gradually added dropwise. The reaction mixture was stirred at room temperature for 3 hours, and the resulting yellow precipitate was collected and then washed with water. The precipitate was next dissolved in a mixed solvent which was consisted of 8 ml of ethanol and 15 ml of 6% potassium hydroxide. The resulting solution was stirred further for 4 hours. After t... The reactants are C(=O)(O)C=1C=CC(=C(C(C=CC2=CC=C(C=C2)OCC2=NC3=CC=CC=C3C=C2)=O)C1)O (5'-carboxy-2'-hydroxy-4-(2-quinolinylmethoxy)chalcone), BrBr (bromine). Reaction conditions: time 3 hour. The product is BrC=1C=C(C=C2C(C=C(OC12)C1=CC=C(C=C1)OCC1=NC2=CC=CC=C2C=C1)=O)C(=O)O (8-bromo-6-carboxy-4'-[(2-quinolinyl)methoxy]flavone). The reactants are BrC1=CC=C(OCCCO)C=C1 (3-(4-bromophenoxy)propan-1-ol), [Si](C)(C)(C(C)(C)C)Cl (tert-butyldimethylsilyl chloride), CN(C=O)C (N,N-dimethylformamide). Solvent: O (water). The product is BrC1=CC=C(OCCCO[Si](C)(C)C(C)(C)C)C=C1 ((3-(4-bromophenoxy)propoxy)(tert-butyl)dimethylsilane). As a reaction SMILES: [Br:1][C:2]1[CH:12]=[CH:11][C:5]([O:6][CH2:7][CH2:8][CH2:9][OH:10])=[CH:4][CH:3]=1.[Si:13](Cl)([C:16]([CH3:19])([CH3:18])[CH3:17])([CH3:15])[CH3:14].CN(C)C=O>O>[Br:1][C:2]1[CH:12]=[CH:11][C:5]([O:6][CH2:7][CH2:8][CH2:9][O:10][Si:13]([C:16]([CH3:19])([CH3:18])[CH3:17])([CH3:15])[CH3:14])=[CH:4][CH:3]=1. Procedure: To a dry 100 mL round bottom flask under nitrogen was added 3-(4-bromophenoxy)propan-1-ol (9.0 g, 39.0 mmol), tert-butyldimethylsilyl chloride (7.0 g, 47.0 mmol), imidizole (3.2 g, 47.0 mmol), and 20 mL of N,N-dimethylformamide. The reaction was allowed to stir at room temperature while being monitored by thin layer chromatography. Upon disappearance of the starting material the reaction mixture was poured into a separatory funnel containing 50 mL of cold water. The product was extracted using 3...